The task is: describe an organic reaction: reactants, conditions, products, and yield. This data is from the Open Reaction Database (ORD), a public repository of structured organic reaction records. Reactants: O=C1CCC(=O)N1Br, CO, CC(C)(C)OC(=O)CON=C(C(=O)O)c1csc(N)n1. Product: CC(C)(C)OC(=O)CON=C(C(=O)O)c1nc(N)sc1Br. As a reaction SMILES: [Br:21][N:22]1[C:23](=[O:24])[CH2:25][CH2:26][C:27]1=[O:28].[CH3:29][OH:30].[NH2:1][c:2]1[s:3][cH:4][c:5]([C:7]([C:8](=[O:9])[OH:10])=[N:11][O:12][CH2:13][C:14](=[O:15])[O:16][C:17]([CH3:18])([CH3:19])[CH3:20])[n:6]1>>[NH2:1][c:2]1[s:3][c:4]([Br:21])[c:5]([C:7]([C:8](=[O:9])[OH:10])=[N:11][O:12][CH2:13][C:14](=[O:15])[O:16][C:17]([CH3:18])([CH3:19])[CH3:20])[n:6]1.